Dataset: the Open Reaction Database (ORD), a public repository of structured organic reaction records. Task: describe an organic reaction: reactants, conditions, products, and yield Starting materials: (+)-{4aR)-(10bR)-4-methyl-10b-methyl-1,2,3,4,4a,5,6,10b-octahydrobenzo[f]quinolin-3-one 8-boronic acid, BrC=1C=NC2=CC=CC=C2C1 (3-bromoquinoline), C([O-])([O-])=O.[Na+].[Na+] (sodium carbonate), C1CCOC1 (THF). Reagents/catalysts: [Pd].C1(=CC=CC=C1)P(C1=CC=CC=C1)C1=CC=CC=C1.C1(=CC=CC=C1)P(C1=CC=CC=C1)C1=CC=CC=C1.C1(=CC=CC=C1)P(C1=CC=CC=C1)C1=CC=CC=C1.C1(=CC=CC=C1)P(C1=CC=CC=C1)C1=CC=CC=C1 (tetrakis(triphenylphosphine) palladium (0)), [Pd] (palladium). The solvent is C(Cl)(Cl)Cl (chloroform). The product is CN1C(CC[C@@]2(C3=C(CC[C@@H]12)C=C(C=C3)C=3C=NC1=CC=CC=C1C3)C)=O ((+)-(4aR)-(10bR)-4-methyl-8-(3-quinolinyl )-10b-methyl-1,2,3,4,4a, 5,6,10b-octahydrobenzo[f]quinolin-3-one). The yield is 56.0%. RXN SMILES: Br[C:2]1[CH:3]=[N:4][C:5]2[C:10]([CH:11]=1)=[CH:9][CH:8]=[CH:7][CH:6]=2.[C:12](=[O:15])([O-])[O-].[Na+].[Na+].[CH2:18]1[CH2:22]O[CH2:20][CH2:19]1>C(Cl)(Cl)Cl.[Pd].C1(P(C2C=CC=CC=2)C2C=CC=CC=2)C=CC=CC=1.C1(P(C2C=CC=CC=2)C2C=CC=CC=2)C=CC=CC=1.C1(P(C2C=CC=CC=2)C2C=CC=CC=2)C=CC=CC=1.C1(P(C2C=CC=CC=2)C2C=CC=CC=2)C=CC=CC=1.[Pd]>[CH3:5][N:4]1[C@H:3]2[C@@:18]([CH3:22])([C:18]3[CH:22]=[CH:8][C:7]([C:2]4[CH:3]=[N:4][C:5]5[C:10]([CH:11]=4)=[CH:9][CH:8]=[CH:7][CH:6]=5)=[CH:6][C:19]=3[CH2:20][CH2:2]2)[CH2:19][CH2:20][C:12]1=[O:15] |f:1.2.3,6.7.8.9.10|. Procedure details: A 15 mL round bottom flask was charged with (+)-{4aR)-(10bR)-4-methyl-10b-methyl-1,2,3,4,4a,5,6,10b-octahydrobenzo[f]quinolin-3-one-8-boronic acid (178mg, 0.65 mmol), tetrakis(triphenylphosphine) palladium (0) (23 mg, 0.02 mmol), 3-bromoquinoline (135 mg, 0.65 mmol), 0.65 mL of 2M sodium carbonate solution and 2 mL of THF, fitted with a reflux condenser, and the stirred mixture was heated at 80°, under nitrogen, for 24 h. An additional 23 mg of the palladium reagent was added, and the mixture wa...